This data is from the Open Reaction Database (ORD), a public repository of structured organic reaction records. The task is: describe an organic reaction: reactants, conditions, products, and yield The reactants are Brc1cnc2nnn(Cc3ccc4ncccc4c3)c2n1, N#C[Zn]C#N, CCOC(C)=O, [Cl-], [NH4+], CN(C)C=O, c1ccc(P(c2ccccc2)(c2ccccc2)[Pd](P(c2ccccc2)(c2ccccc2)c2ccccc2)(P(c2ccccc2)(c2ccccc2)c2ccccc2)P(c2ccccc2)(c2ccccc2)c2ccccc2)cc1. Product: N#Cc1cnc2nnn(Cc3ccc4ncccc4c3)c2n1. Reaction SMILES: [Br:1][c:2]1[cH:3][n:4][c:5]2[c:6]([n:7]1)[n:8]([CH2:11][c:12]1[cH:13][c:14]3[cH:15][cH:16][cH:17][n:18][c:19]3[cH:20][cH:21]1)[n:9][n:10]2.[C:22](#[N:23])[Zn:24][C:25]#[N:26].[CH3:29][CH2:30][O:31][C:32]([CH3:33])=[O:34].[Cl-:27].[NH4+:28].[O:35]=[CH:36][N:37]([CH3:38])[CH3:39].[cH:40]1[cH:41][cH:42][c:43]([P:44]([Pd:45]([P:46]([c:47]2[cH:48][cH:49][cH:50][cH:51][cH:52]2)([c:53]2[cH:54][cH:55][cH:56][cH:57][cH:58]2)[c:59]2[cH:60][cH:61][cH:62][cH:63][cH:64]2)([P:65]([c:66]2[cH:67][cH:68][cH:69][cH:70][cH:71]2)([c:72]2[cH:73][cH:74][cH:75][cH:76][cH:77]2)[c:78]2[cH:79][cH:80][cH:81][cH:82][cH:83]2)[P:84]([c:85]2[cH:86][cH:87][cH:88][cH:89][cH:90]2)([c:91]2[cH:92][cH:93][cH:94][cH:95][cH:96]2)[c:97]2[cH:98][cH:99][cH:100][cH:101][cH:102]2)([c:103]2[cH:104][cH:105][cH:106][cH:107][cH:108]2)[c:109]2[cH:110][cH:111][cH:112][cH:113][cH:114]2)[cH:115][cH:116]1>>[c:2]1([C:22]#[N:23])[cH:3][n:4][c:5]2[c:6]([n:7]1)[n:8]([CH2:11][c:12]1[cH:13][c:14]3[cH:15][cH:16][cH:17][n:18][c:19]3[cH:20][cH:21]1)[n:9][n:10]2.